Dataset: the Open Reaction Database (ORD), a public repository of structured organic reaction records. Task: describe an organic reaction: reactants, conditions, products, and yield Starting materials: CC(C)(C)OC(=O)NCC(=O)c1cn2c3c(cccc13)CCC2, ClCCl, Cl. Yields the product Cl, NCC(=O)c1cn2c3c(cccc13)CCC2. As a reaction SMILES: [C:1]([O:2][C:3](=[O:4])[NH:7][CH2:8][C:9](=[O:10])[c:11]1[cH:12][n:13]2[c:22]3[c:17]([cH:18][cH:19][cH:20][c:21]13)[CH2:16][CH2:15][CH2:14]2)([CH3:5])([CH3:6])[CH3:23].[Cl:25][CH2:26][Cl:27].[ClH:24]>>[ClH:24].[NH2:7][CH2:8][C:9](=[O:10])[c:11]1[cH:12][n:13]2[c:22]3[c:17]([cH:18][cH:19][cH:20][c:21]13)[CH2:16][CH2:15][CH2:14]2. The reactants are [Br-], CC(C)=O, O=C(c1ccc(-c2ccccc2)c(-c2ccccc2)c1)C1(Cl)OCO1, [Na+]. Product: O=C(c1ccc(-c2ccccc2)c(-c2ccccc2)c1)C1(Br)OCO1. As a reaction SMILES: [Br-:27].[CH3:28][C:29](=[O:30])[CH3:31].[Cl:1][C:2]1([C:3](=[O:4])[c:5]2[cH:6][c:7](-[c:17]3[cH:18][cH:19][cH:20][cH:21][cH:22]3)[c:8](-[c:11]3[cH:12][cH:13][cH:14][cH:15][cH:16]3)[cH:9][cH:10]2)[O:23][CH2:24][O:25]1.[Na+:26]>>[C:2]1([C:3](=[O:4])[c:5]2[cH:6][c:7](-[c:17]3[cH:18][cH:19][cH:20][cH:21][cH:22]3)[c:8](-[c:11]3[cH:12][cH:13][cH:14][cH:15][cH:16]3)[cH:9][cH:10]2)([Br:27])[O:23][CH2:24][O:25]1. Reaction SMILES: Br[CH2:2][C:3]([C:5]1[CH:10]=[CH:9][C:8]([S:11]([CH3:14])(=[O:13])=[O:12])=[CH:7][CH:6]=1)=O.[N:15]1[CH:20]=[CH:19][CH:18]=[CH:17][C:16]=1[C:21]([NH2:23])=[O:22]>>[CH3:14][S:11]([C:8]1[CH:9]=[CH:10][C:5]([C:3]2[N:23]=[C:21]([C:16]3[CH:17]=[CH:18][CH:19]=[CH:20][N:15]=3)[O:22][CH:2]=2)=[CH:6][CH:7]=1)(=[O:13])=[O:12]. Reactants: BrCC(=O)C1=CC=C(C=C1)S(=O)(=O)C (2-bromo-1-[4-(methylsulfonyl)phenyl]ethanone), N1=C(C=CC=C1)C(=O)N (pyridine 2-carboxamide). The yield is 3.9%. Product: CS(=O)(=O)C1=CC=C(C=C1)C=1N=C(OC1)C1=NC=CC=C1 (2-{4-[4-(methylsulfonyl)phenyl]-1,3-oxazol-2-yl}pyridine). Procedure: The mixture of the 2-bromo-1-[4-(methylsulfonyl)phenyl]ethanone (500 mg, 1.8 mmol) and pyridine 2-carboxamide (551 mg, 4.51 mmol) was heated to 150° C. for 1 hour. Then the reaction mixture was cooled, and partitioned between ethyl acetate and water. The aqueous layer was extracted with ethyl acetate twice, and the combined organic layers were washed with water and brine, dried over MgSO4. After concentration, the solid residue was dissolved in methanol and subject to mass-directed HPLC purifica... Run at temperature 150 celsius. Starting materials: C(C)N1C(=NN=C1)C1=CC=NC=C1 (4-(4-ethyl-4H-[1,2,4]triazol-3-yl)-pyridine), C=O (formaldehyde). Solvent: ClCCl (dichloromethane). Product: N (ammonia), C(C)N1C(=NN=C1C1=CC=NC=C1)CO ((4-Ethyl-5-pyridin-4-yl-4H-[1,2,4]triazol-3-yl)-methanol). Yield: 85.0%. As a reaction SMILES: [CH2:1]([N:3]1[CH:7]=[N:6][N:5]=[C:4]1[C:8]1[CH:13]=[CH:12][N:11]=[CH:10][CH:9]=1)[CH3:2].[CH2:14]=[O:15]>ClCCl>[NH3:3].[CH2:1]([N:3]1[C:4]([C:8]2[CH:13]=[CH:12][N:11]=[CH:10][CH:9]=2)=[N:5][N:6]=[C:7]1[CH2:14][OH:15])[CH3:2]. Procedure: A solution of 4-(4-ethyl-4H-[1,2,4]triazol-3-yl)-pyridine (2.55 g, 14.6 mmol) in 37% formaldehyde (˜12 mL) was stirred at 37° C. for 16 hours. Flash chromatography (10% methanolic ammonia in dichloromethane) yielded title product (2.55 g, 85%, used without further purification to remove remaining para-formaldehyde). 1H NMR (CDCl3) δ (ppm): 8.81 (d, 2H), 7.72 (d, 2H), 5.74 (t, 1H), 4.73 (d, 2H), 4.26 (q, 2H), 1.27 (t, 3H). Reactants: CCOC(=O)c1cccc(C2=C(c3ccccc3OCc3ccccc3)CCC2)c1, [Na+], [OH-]. Product: O=C(O)c1cccc(C2=C(c3ccccc3OCc3ccccc3)CCC2)c1. RXN SMILES: [CH2:1]([CH3:2])[O:3][C:4]([c:5]1[cH:6][c:7]([C:11]2=[C:12]([c:16]3[c:17]([O:22][CH2:23][c:24]4[cH:25][cH:26][cH:27][cH:28][cH:29]4)[cH:18][cH:19][cH:20][cH:21]3)[CH2:13][CH2:14][CH2:15]2)[cH:8][cH:9][cH:10]1)=[O:30].[Na+:32].[OH-:31]>>[O:3]=[C:4]([c:5]1[cH:6][c:7]([C:11]2=[C:12]([c:16]3[c:17]([O:22][CH2:23][c:24]4[cH:25][cH:26][cH:27][cH:28][cH:29]4)[cH:18][cH:19][cH:20][cH:21]3)[CH2:13][CH2:14][CH2:15]2)[cH:8][cH:9][cH:10]1)[OH:30]. The reactants are [BH4-].[Na+] (sodium borohydride), NCC(O)C (2-amino-1-methylethanol), ClC1=C(C=O)C=CC=C1 (2-chlorobenzaldehyde), C([O-])(O)=O.[Na+] (sodium bicarbonate). The solvent is CO (methanol). Run at temperature 10 celsius, time 4 hour. Product: ClC1=C(CNCC(O)C)C=CC=C1 (2-(2-chlorobenzyl)amino-1-methylethanol). Isolated yield 82.8%. Reaction SMILES: [NH2:1][CH2:2][CH:3]([CH3:5])[OH:4].[Cl:6][C:7]1[CH:14]=[CH:13][CH:12]=[CH:11][C:8]=1[CH:9]=O.C(=O)(O)[O-].[Na+].[BH4-].[Na+]>CO>[Cl:6][C:7]1[CH:14]=[CH:13][CH:12]=[CH:11][C:8]=1[CH2:9][NH:1][CH2:2][CH:3]([CH3:5])[OH:4] |f:2.3,4.5|. Procedure: A mixture of 2-amino-1-methylethanol (25.0 g), 2-chlorobenzaldehyde (51.5 g), sodium bicarbonate (33.6 g), and methanol (1000 ml) is refluxed with stirring for 4 hours. After the reaction mixture is cooled to 10° C., sodium borohydride (13.9 g) is added in small portions, and the resulting mixture is stirred at 25° C. for 1 hour. The solvent is removed under reduced pressure, and the residue is diluted with water and extracted with chloroform. The organic layer is washed successively with water ...